From a dataset of the Open Reaction Database (ORD), a public repository of structured organic reaction records. describe an organic reaction: reactants, conditions, products, and yield Starting materials: FC(COC=1C=C(C=CC1)C)(C(F)F)F (3-(2,2,3,3-tetrafluoropropyloxy)toluene), BrN1C(CCC1=O)=O (N-bromosuccinimide), N(=NC(C#N)(C)C)C(C#N)(C)C (2,2′-azobis(isobutyronitrile)), FC1=CC=C(C=C1)C(CC(=O)OCC)=O (ethyl 3-(4-fluorophenyl)-3-oxopropionate), [H-].[Na+] (sodium hydride), C(Br)(Br)Br (bromo form). Solvent: C(Cl)(Cl)(Cl)Cl (carbon tetrachloride), O (water), COCCOC (1,2-dimethoxyethane), COCCOC (1,2-dimethoxyethane). Reaction conditions: time 30 minute. The product is FC1=CC=C(C=C1)C(C(C(=O)OCC)CC1=CC(=CC=C1)OCC(C(F)F)(F)F)=O (ethyl 3-(4-fluorophenyl)-3-oxo-2-((3-(2,2,3,3-tetrafluoropropyloxy)phenyl)methyl)propionate). Isolated yield 46.1%. As a reaction SMILES: [F:1][C:2]([F:15])([CH:12]([F:14])[F:13])[CH2:3][O:4][C:5]1[CH:6]=[C:7]([CH3:11])[CH:8]=[CH:9][CH:10]=1.BrN1C(=O)CCC1=O.N(C(C)(C)C#N)=NC(C)(C)C#N.[F:36][C:37]1[CH:42]=[CH:41][C:40]([C:43](=[O:50])[CH2:44][C:45]([O:47][CH2:48][CH3:49])=[O:46])=[CH:39][CH:38]=1.[H-].[Na+].C(Br)(Br)Br>C(Cl)(Cl)(Cl)Cl.COCCOC.O>[F:36][C:37]1[CH:38]=[CH:39][C:40]([C:43](=[O:50])[CH:44]([CH2:11][C:7]2[CH:8]=[CH:9][CH:10]=[C:5]([O:4][CH2:3][C:2]([F:15])([F:1])[CH:12]([F:13])[F:14])[CH:6]=2)[C:45]([O:47][CH2:48][CH3:49])=[O:46])=[CH:41][CH:42]=1 |f:4.5|. Procedure: To a solution of 3-(2,2,3,3-tetrafluoropropyloxy)toluene (7.0 g, 31.5 mmol) in carbon tetrachloride (100 ml) were added N-bromosuccinimide (6.17 g, 34.7 mmol) and 2,2′-azobis(isobutyronitrile) (517 mg, 3.15 mmol) and the mixture was heated under reflux overnight. The insoluble material was filtered using celite and the filtrate was concentrated to prepare a bromo form. To a solution of ethyl 3-(4-fluorophenyl)-3-oxopropionate (5.96 g, 28.4 mmol) in 1,2-dimethoxyethane (60 ml) was added sodium hy... Starting materials: O=C([O-])O, CC#N, COC(=O)CC(CC(=O)C=Cc1c(-c2ccc(F)cc2)nc(N(C)S(C)(=O)=O)nc1C(C)C)O[Si](C)(C)C(C)(C)C, [H][H], [Na+]. Product: COC(=O)CC(O)CC(=O)C=Cc1c(-c2ccc(F)cc2)nc(N(C)S(C)(=O)=O)nc1C(C)C. As a reaction SMILES: [C:44](=[O:45])([OH:46])[O-:47].[CH3:49][C:50]#[N:51].[F:1][c:2]1[cH:3][cH:4][c:5](-[c:8]2[n:9][c:10]([N:36]([S:37](=[O:38])(=[O:39])[CH3:40])[CH3:41])[n:11][c:12]([CH:33]([CH3:34])[CH3:35])[c:13]2[CH:14]=[CH:15][C:16]([CH2:17][CH:18]([CH2:19][C:20](=[O:21])[O:22][CH3:23])[O:24][Si:25]([C:26]([CH3:27])([CH3:28])[CH3:29])([CH3:30])[CH3:31])=[O:32])[cH:6][cH:7]1.[H:42][H:43].[Na+:48]>>[F:1][c:2]1[cH:3][cH:4][c:5](-[c:8]2[n:9][c:10]([N:36]([S:37](=[O:38])(=[O:39])[CH3:40])[CH3:41])[n:11][c:12]([CH:33]([CH3:34])[CH3:35])[c:13]2[CH:14]=[CH:15][C:16]([CH2:17][CH:18]([CH2:19][C:20](=[O:21])[O:22][CH3:23])[OH:24])=[O:32])[cH:6][cH:7]1. The reactants are O=C(O)CN1C(=O)C(NC(=O)c2cc3cc(Cl)sc3[nH]2)Cc2ccccc21, CS(N)(=O)=O, CCOCC, CN(C)c1ccncc1, CO, CCN=C=NCCCN(C)C, ClCCl, ClCCl. Yields the product CS(=O)(=O)NC(=O)CN1C(=O)C(NC(=O)c2cc3cc(Cl)sc3[nH]2)Cc2ccccc21. RXN SMILES: [C:17](=[O:18])([OH:19])[CH2:20][N:21]1[C:22](=[O:43])[CH:23]([NH:31][C:32](=[O:33])[c:34]2[cH:35][c:36]3[c:37]([nH:38]2)[s:39][c:40]([Cl:42])[cH:41]3)[CH2:24][c:25]2[cH:26][cH:27][cH:28][cH:29][c:30]21.[CH3:1][S:2](=[O:3])(=[O:4])[NH2:5].[CH3:44][CH2:45][O:46][CH2:47][CH3:48].[CH3:49][N:50]([CH3:51])[c:52]1[cH:53][cH:54][n:55][cH:56][cH:57]1.[CH3:61][OH:62].[CH3:6][CH2:7][N:8]=[C:9]=[N:10][CH2:11][CH2:12][CH2:13][N:14]([CH3:15])[CH3:16].[Cl:58][CH2:59][Cl:60].[Cl:63][CH2:64][Cl:65]>>[CH3:1][S:2](=[O:3])(=[O:4])[NH:5][C:17](=[O:18])[CH2:20][N:21]1[C:22](=[O:43])[CH:23]([NH:31][C:32](=[O:33])[c:34]2[cH:35][c:36]3[c:37]([nH:38]2)[s:39][c:40]([Cl:42])[cH:41]3)[CH2:24][c:25]2[cH:26][cH:27][cH:28][cH:29][c:30]21. Reactants: OC(C[C@@]1(CCN(C(O1)=O)[C@@H](C)C1=CC=C(C=C1)B1OC(C(O1)(C)C)(C)C)C1=CC=CC=C1)(C)C ((S)-6-(2-hydroxy-2-methylpropyl)-6-phenyl-3-[(S)-1-(4-(4,4,5,5-tetramethyl-1,3,2-dioxaborolan-2-yl)phenyl)ethyl]-1,3-oxazinan-2-one), C(Cl)Cl (CH2Cl2), C(=O)([O-])[O-].[Na+].[Na+] (Na2CO3), CN(C)C=O (DMF), CN1C(C=C(C=C1)OS(=O)(=O)C(F)(F)F)=O (trifluoro-methanesulfonic acid 1-methyl-2-oxo-1,2-dihydro-pyridin-4-yl ester). Reagents/catalysts: C1=CC=C(C=C1)P([C-]2C=CC=C2)C3=CC=CC=C3.C1=CC=C(C=C1)P([C-]2C=CC=C2)C3=CC=CC=C3.Cl[Pd]Cl.[Fe+2] (Pd(dppf)Cl2). Yields the product CC(C#N)(C[C@@]1(CCN(C(O1)=O)[C@@H](C)C1=CC=C(C=C1)C1=CC(N(C=C1)C)=O)C1=CC=CC=C1)C (2,2-dimethyl-3-((R)-3-((S)-1-(4-(1-methyl-2-oxo-1,2-dihydropyridin-4-yl)phenyl)ethyl)-2-oxo-6-phenyl-1,3-oxazinan-6-yl)propanenitrile). RXN SMILES: O[C:2]([CH3:35])([CH3:34])[CH2:3][C@@:4]1([C:28]2[CH:33]=[CH:32][CH:31]=[CH:30][CH:29]=2)[O:9][C:8](=[O:10])[N:7]([C@H:11]([C:13]2[CH:18]=[CH:17][C:16](B3OC(C)(C)C(C)(C)O3)=[CH:15][CH:14]=2)[CH3:12])[CH2:6][CH2:5]1.[CH3:36][N:37]1[CH:42]=[CH:41][C:40](OS(C(F)(F)F)(=O)=O)=[CH:39][C:38]1=[O:51].C(Cl)Cl.C([O-])([O-])=O.[Na+].[Na+].[CH3:61][N:62](C=O)C>C1C=CC(P(C2C=CC=CC=2)[C-]2C=CC=C2)=CC=1.C1C=CC(P(C2C=CC=CC=2)[C-]2C=CC=C2)=CC=1.Cl[Pd]Cl.[Fe+2]>[CH3:35][C:2]([CH3:34])([CH2:3][C@@:4]1([C:28]2[CH:29]=[CH:30][CH:31]=[CH:32][CH:33]=2)[O:9][C:8](=[O:10])[N:7]([C@H:11]([C:13]2[CH:14]=[CH:15][C:16]([C:40]3[CH:41]=[CH:42][N:37]([CH3:36])[C:38](=[O:51])[CH:39]=3)=[CH:17][CH:18]=2)[CH3:12])[CH2:6][CH2:5]1)[C:61]#[N:62] |f:3.4.5,7.8.9.10|. Procedure details: (S)-2,2-Dimethyl-3-(3-{1-[(S)-4-(1-methyl-2-oxo-1,2-dihydro-pyridin-4-yl)-phenyl]-ethyl}-2-oxo-6-phenyl-[1,3]oxazinan-6-yl)-propionitrile was prepared from (S)-6-(2-hydroxy-2-methylpropyl)-3-((S)-1-(4-(1-methyl-2-oxo-1,2-dihydropyridin-4-yl)phenyl)ethyl)-6-phenyl-1,3-oxazinan-2-one following procedures analogous to those described in Example 658 Alternative Method to Prepare 3-((R)-3-((S)-1-(4-bromophenyl)ethyl)-2-oxo-6-phenyl-1,3-oxazinan-6-yl)-2,2-dimethylpropanenitrile. The starting compound,... Reactants: C(C)(=O)Cl (Acetyl chloride), CN1N=C(C2=C1NCCSC2C2CCN(CC2)C(=O)OC(C)(C)C)C2=NC=CC=C2 (Tert-butyl 4-[1-methyl-3-(2-pyridyl)-4,6,7,8-tetrahydropyrazolo[3,4-e][1,4]thiazepin-4-yl]piperidine-1-carboxylate). Solvent: CO (methanol). Conditions: time 8 hour. The product is Cl.Cl.CN1N=C(C2=C1NCCSC2C2CCNCC2)C2=NC=CC=C2 (1-methyl-4-(4-piperidyl)-3-(2-pyridyl)-4,6,7,8-tetrahydropyrazolo[3,4-e][1,4]thiazepine dihydrochloride). As a reaction SMILES: C([Cl:4])(=O)C.[CH3:5][N:6]1[C:10]2[NH:11][CH2:12][CH2:13][S:14][CH:15]([CH:16]3[CH2:21][CH2:20][N:19](C(OC(C)(C)C)=O)[CH2:18][CH2:17]3)[C:9]=2[C:8]([C:29]2[CH:34]=[CH:33][CH:32]=[CH:31][N:30]=2)=[N:7]1>CO>[ClH:4].[ClH:4].[CH3:5][N:6]1[C:10]2[NH:11][CH2:12][CH2:13][S:14][CH:15]([CH:16]3[CH2:21][CH2:20][NH:19][CH2:18][CH2:17]3)[C:9]=2[C:8]([C:29]2[CH:34]=[CH:33][CH:32]=[CH:31][N:30]=2)=[N:7]1 |f:3.4.5|. Procedure details: Acetyl chloride (0.3 mL, 4.2 mmol) was added dropwise to methanol (20 mL), at about 0° C. Tert-butyl 4-[1-methyl-3-(2-pyridyl)-4,6,7,8-tetrahydropyrazolo[3,4-e][1,4]thiazepin-4-yl]piperidine-1-carboxylate (0.45 g, 1.1 mmol, prepared using General Procedure C from Example #2 step B with 1-Boc-piperidine-4-carboxaldehyde and thioglycolic acid followed by D) was added in portions and the resulting mixture was stirred at rt overnight. Subsequently, the mixture was concentrated in vacuo to afford 1-m... Reactants: BrC=1C(=C(NC1)C1=CC=C(C=C1)F)C1=NC(=NC=C1)NC (4-bromo-2-(4-fluorophenyl)-3-(2-methylaminopyrimidin-4-yl)-1H-pyrrole), O(S(=O)(=O)C(F)(F)F)[Si](C(C)C)(C(C)C)C(C)C (triisopropylsilyl triflate). The product is BrC=1C(=C(N(C1)[Si](C(C)C)(C(C)C)C(C)C)C1=CC=C(C=C1)F)C1=NC(=NC=C1)NC (4-Bromo-2-(4-fluorophenyl)-3-(2-methylaminopyrimidin-4-yl)-1-triisopropylsilyl-1H-pyrrole). Yield: 67.0%. As a reaction SMILES: [Br:1][C:2]1[C:3]([C:14]2[CH:19]=[CH:18][N:17]=[C:16]([NH:20][CH3:21])[N:15]=2)=[C:4]([C:7]2[CH:12]=[CH:11][C:10]([F:13])=[CH:9][CH:8]=2)[NH:5][CH:6]=1.O([Si:30]([CH:37]([CH3:39])[CH3:38])([CH:34]([CH3:36])[CH3:35])[CH:31]([CH3:33])[CH3:32])S(C(F)(F)F)(=O)=O>>[Br:1][C:2]1[C:3]([C:14]2[CH:19]=[CH:18][N:17]=[C:16]([NH:20][CH3:21])[N:15]=2)=[C:4]([C:7]2[CH:8]=[CH:9][C:10]([F:13])=[CH:11][CH:12]=2)[N:5]([Si:30]([CH:37]([CH3:39])[CH3:38])([CH:34]([CH3:36])[CH3:35])[CH:31]([CH3:33])[CH3:32])[CH:6]=1. Procedure: In a similar manner to the procedures described in Example 7(ii) above, 4-bromo-2-(4-fluorophenyl)-3-(2-methylaminopyrimidin-4-yl)-1H-pyrrole [prepared as described in step 1(vii) above] was reacted with triisopropylsilyl triflate to afford the title compound (yield 67%) as a pale brown amorphous solid.